The task is: describe an organic reaction: reactants, conditions, products, and yield. This data is from the Open Reaction Database (ORD), a public repository of structured organic reaction records. Starting materials: C(C)(C)(C)OC(N[C@@H](CCCCCC(C)=O)C=1NC(=CN1)C1=CC=CC=C1)=O (tert-Butyl[(1S)-7-oxo-1-(5-phenyl-1H-imidazol-2-yl)octyl]carbamate), C(=O)(C(F)(F)F)O.C(Cl)Cl (TFA DCM). Run at time 60 minute. Product: FC(C(=O)[O-])(F)F.FC(C(=O)[O-])(F)F.[NH3+][C@@H](CCCCCC(C)=O)C=1[NH2+]C(=CN1)C1=CC=CC=C1 (2-[(1S)-1-Ammonio-7-oxooctyl]-5-phenyl-1H-imidazol-1-ium bis(trifluoroacetate)). Reaction SMILES: C(OC(=O)[NH:7][C@H:8]([C:17]1[NH:18][C:19]([C:22]2[CH:27]=[CH:26][CH:25]=[CH:24][CH:23]=2)=[CH:20][N:21]=1)[CH2:9][CH2:10][CH2:11][CH2:12][CH2:13][C:14](=[O:16])[CH3:15])(C)(C)C.[C:29]([OH:35])([C:31]([F:34])([F:33])[F:32])=[O:30].C(Cl)Cl>>[F:32][C:31]([F:34])([F:33])[C:29]([O-:35])=[O:30].[F:32][C:31]([F:34])([F:33])[C:29]([O-:35])=[O:30].[NH3+:7][C@H:8]([C:17]1[NH2+:18][C:19]([C:22]2[CH:27]=[CH:26][CH:25]=[CH:24][CH:23]=2)=[CH:20][N:21]=1)[CH2:9][CH2:10][CH2:11][CH2:12][CH2:13][C:14](=[O:16])[CH3:15] |f:1.2,3.4.5|. Reported procedure: A2 (1 eq.) was dissolved in TFA/DCM (1:1) at 0° C. The cooling bath was removed and the mixture was stirred for 60 min at RT. The solvents were removed under reduced pressure and the residue was left under high vacuum for a further 3 h. The crude amine salt A3 was used without further purification. MS (ES) C17H23N3O requires: 285, found: 286 (M+H)+. Starting materials: C(C)(C)(C)[C@@H]1CC[C@H](CC1)N(C1CCC2=CC(=CC=C12)C(=O)OCCCC)C(C1=CC=C(C=C1)OC(F)(F)F)=O (Butyl 1-{(trans-4-tert-butylcyclohexyl)[4-(trifluoromethoxy)benzoyl]amino}indane-5-carboxylate), [Li+].[OH-] (LiOH), NC1=NN=NN1 (5-amino tetrazole). The product is C(C)(C)(C)[C@@H]1CC[C@H](CC1)N(C1CCC2=CC(=CC=C12)C(=O)NC1=NN=NN1)C(C1=CC=C(C=C1)OC(F)(F)F)=O (1-{(trans-4-tert-butylcyclohexyl)[4-(trifluoromethoxy)benzoyl]amino}-N-1H-tetrazol-5-ylindane-5-carboxamide). RXN SMILES: [C:1]([C@H:5]1[CH2:10][CH2:9][C@H:8]([N:11]([C:28](=[O:40])[C:29]2[CH:34]=[CH:33][C:32]([O:35][C:36]([F:39])([F:38])[F:37])=[CH:31][CH:30]=2)[CH:12]2[C:20]3[C:15](=[CH:16][C:17]([C:21](OCCCC)=[O:22])=[CH:18][CH:19]=3)[CH2:14][CH2:13]2)[CH2:7][CH2:6]1)([CH3:4])([CH3:3])[CH3:2].[Li+].[OH-].[NH2:43][C:44]1[NH:48][N:47]=[N:46][N:45]=1>>[C:1]([C@H:5]1[CH2:10][CH2:9][C@H:8]([N:11]([C:28](=[O:40])[C:29]2[CH:34]=[CH:33][C:32]([O:35][C:36]([F:39])([F:38])[F:37])=[CH:31][CH:30]=2)[CH:12]2[C:20]3[C:15](=[CH:16][C:17]([C:21]([NH:43][C:44]4[NH:48][N:47]=[N:46][N:45]=4)=[O:22])=[CH:18][CH:19]=3)[CH2:14][CH2:13]2)[CH2:7][CH2:6]1)([CH3:4])([CH3:3])[CH3:2] |f:1.2|. Reported procedure: Butyl 1-{(trans-4-tert-butylcyclohexyl)[4-(trifluoromethoxy)benzoyl]amino}indane-5-carboxylate, enantiomer A (50 mg) or enantiomer B (70 mg), was saponified with aqueous LiOH and then coupled to 5-amino tetrazole following the procedure described (Step D., Example 1/2) to give 1-{(trans-4-tert-butylcyclohexyl)[4-(trifluoromethoxy)benzoyl]amino}-N-1H-tetrazol-5-ylindane-5-carboxamide. Enantiomer A: HPLC/MS: m/z=571.2 (M+1), Rt=2.65 min. 1H NMR (DMSO-d6): δ 12.34 (1H, br s), 7.95 (1H, s), 7.90 (1H... Reactants: CC(C)(C)[Si](C)(C)Oc2ccc1ccccc1c2 (substrate), C[Zn](C)(C)([Li])([Li])c1ccccc1 (effective_coupling_partner). Reagents/catalysts: PCy3. Reaction conditions: temperature 50 celsius, time 12 hour. Yields the product c3ccc(c2ccc1ccccc1c2)cc3. Conditions: time 8 hour. Reaction SMILES: [F:1][CH2:2][C:3]([C:7]1[O:11][N:10]=[C:9]([NH:12][C:13](=[O:21])OC2C=CC=CC=2)[CH:8]=1)([CH3:6])[CH2:4][F:5].[CH3:22][O:23][C:24]1[CH:25]=[C:26]2[C:31](=[CH:32][C:33]=1[O:34][CH3:35])[N:30]=[CH:29][N:28]=[C:27]2[O:36][C:37]1[CH:38]=[C:39]([CH:41]=[CH:42][CH:43]=1)[NH2:40]>CN(C)C1C=CN=CC=1.C1COCC1>[F:5][CH2:4][C:3]([C:7]1[O:11][N:10]=[C:9]([NH:12][C:13]([NH:40][C:39]2[CH:41]=[CH:42][CH:43]=[C:37]([O:36][C:27]3[C:26]4[C:31](=[CH:32][C:33]([O:34][CH3:35])=[C:24]([O:23][CH3:22])[CH:25]=4)[N:30]=[CH:29][N:28]=3)[CH:38]=2)=[O:21])[CH:8]=1)([CH3:6])[CH2:2][F:1]. The solvent is C1CCOC1 (THF). The reagents and catalysts are CN(C1=CC=NC=C1)C (4-(dimethylamino)pyridine). Reactants: FCC(CF)(C)C1=CC(=NO1)NC(OC1=CC=CC=C1)=O (phenyl 5-(1,3-difluoro-2-methylpropan-2-yl)isoxazol-3-ylcarbamate), COC=1C=C2C(=NC=NC2=CC1OC)OC=1C=C(N)C=CC1 (3-(6,7-dimethoxyquinazolin-4-yloxy)aniline). Yields the product FCC(CF)(C)C1=CC(=NO1)NC(=O)NC1=CC(=CC=C1)OC1=NC=NC2=CC(=C(C=C12)OC)OC (1-[5-(1,3-difluoro-2-methylpropan-2-yl)isoxazol-3-yl]-3-[3-(6,7-dimethoxyquinazolin-4-yloxy)phenyl]urea). Procedure details: A mixture of phenyl 5-(1,3-difluoro-2-methylpropan-2-yl)isoxazol-3-ylcarbamate from the previous step (0.089 g, 0.3 mmol), 3-(6,7-dimethoxyquinazolin-4-yloxy)aniline from Example 113A (0.089 g, 0.3 mmol), and 4-(dimethylamino)pyridine (0.03 g) in THF (6 mL) was stirred at room temperature overnight. The reaction was quenched with water and extracted with CH2Cl2. Extracts were dried over MgSO4 and concentrated under reduced pressure. The crude product was purified by silica gel chromatography (el... The yield is 31.0%. Reactants: COC1=C(C=C(C=C1)CCCO)OCC=1N=C(OC1)\C=C\C1=CC=CC=C1 (3-[4-methoxy-3-[2-[(E)-2-phenylethenyl]-4-oxazolylmethoxy]phenyl]propanol), CS(=O)(=O)Cl (methanesulfonyl chloride). Yields the product CS(=O)(=O)OCCCC1=CC(=C(C=C1)OC)OCC=1N=C(OC1)\C=C\C1=CC=CC=C1 (3-[4-methoxy-3-[2-[(E)-2-phenylethenyl]-4-oxazolylmethoxy]phenyl]propyl methanesulfonate). The yield is 94.0%. RXN SMILES: [CH3:1][O:2][C:3]1[CH:8]=[CH:7][C:6]([CH2:9][CH2:10][CH2:11][OH:12])=[CH:5][C:4]=1[O:13][CH2:14][C:15]1[N:16]=[C:17](/[CH:20]=[CH:21]/[C:22]2[CH:27]=[CH:26][CH:25]=[CH:24][CH:23]=2)[O:18][CH:19]=1.[CH3:28][S:29](Cl)(=[O:31])=[O:30]>>[CH3:28][S:29]([O:12][CH2:11][CH2:10][CH2:9][C:6]1[CH:7]=[CH:8][C:3]([O:2][CH3:1])=[C:4]([O:13][CH2:14][C:15]2[N:16]=[C:17](/[CH:20]=[CH:21]/[C:22]3[CH:23]=[CH:24][CH:25]=[CH:26][CH:27]=3)[O:18][CH:19]=2)[CH:5]=1)(=[O:31])=[O:30]. Reported procedure: In substantially the same manner as in Reference Example 12, 3-[4-methoxy-3-[2-[(E)-2-phenylethenyl]-4-oxazolylmethoxy]phenyl]propanol was allowed to react with methanesulfonyl chloride to give 3-[4-methoxy-3-[2-[(E)-2-phenylethenyl]-4-oxazolylmethoxy]phenyl]propyl methanesulfonate. The yield was 94%. Recrystallization from ethyl acetate-hexane gave pale yellow needles, mp 112-113° C. The reactants are [N+](=O)([O-])C1=CC(=C(N)C=C1)Cl (4-nitro-2-chloroaniline), C(C1=CC=C(C(=O)Cl)C=C1)(=O)Cl (terephthaloyl chloride), 11. The solvent is CN(P(=O)(N(C)C)N(C)C)C (hexamethylphosphoramide). Reaction conditions: time 4 hour. The product is [N+](=O)([O-])C1=CC(=C(C=C1)NC(C1=CC=C(C(=O)NC2=C(C=C(C=C2)[N+](=O)[O-])Cl)C=C1)=O)Cl (N,N'-bis(4-nitro-2-chlorophenyl)terephthalamide). Reaction SMILES: [N+:1]([C:4]1[CH:10]=[CH:9][C:7]([NH2:8])=[C:6]([Cl:11])[CH:5]=1)([O-:3])=[O:2].[C:12](Cl)(=[O:22])[C:13]1[CH:21]=[CH:20][C:16]([C:17](Cl)=[O:18])=[CH:15][CH:14]=1>CN(C)P(N(C)C)(N(C)C)=O>[N+:1]([C:4]1[CH:10]=[CH:9][C:7]([NH:8][C:12](=[O:22])[C:13]2[CH:21]=[CH:20][C:16]([C:17]([NH:8][C:7]3[CH:9]=[CH:10][C:4]([N+:1]([O-:3])=[O:2])=[CH:5][C:6]=3[Cl:11])=[O:18])=[CH:15][CH:14]=2)=[C:6]([Cl:11])[CH:5]=1)([O-:3])=[O:2]. Procedure: In a 1 l. three-neck round bottom flask provided with a stirrer, nitrogen inlet and drying tube, a solution of 52.56 g. (0.3 mole) 4-nitro-2-chloroaniline (recrystallized from water) in 250 ml. of distilled hexamethylphosphoramide is prepared. The solution is cooled with an ice bath, and 30.45 g. (0.15 mole) terephthaloyl chloride is added in small portions over a period of 11/2 hours. After the addition is completed, the ice-bath is removed. A precipitate forms in four hours and the resulting s... Reactants: BrC(Br)(Br)Br, CSc1cc(COc2cc(CO)cc(OCc3cc(SC)cc(SC)c3)c2)cc(SC)c1, C1CCOC1, c1ccc(P(c2ccccc2)c2ccccc2)cc1. The product is CSc1cc(COc2cc(CBr)cc(OCc3cc(SC)cc(SC)c3)c2)cc(SC)c1. Reaction SMILES: [C:33]([Br:34])([Br:35])([Br:36])[Br:37].[CH3:1][S:2][c:3]1[cH:4][c:5]([CH2:6][O:7][c:8]2[cH:9][c:10]([CH2:11][OH:12])[cH:13][c:14]([O:16][CH2:17][c:18]3[cH:19][c:20]([S:26][CH3:27])[cH:21][c:22]([S:24][CH3:25])[cH:23]3)[cH:15]2)[cH:28][c:29]([S:31][CH3:32])[cH:30]1.[O:57]1[CH2:58][CH2:59][CH2:60][CH2:61]1.[c:38]1([P:39]([c:40]2[cH:41][cH:42][cH:43][cH:44][cH:45]2)[c:46]2[cH:47][cH:48][cH:49][cH:50][cH:51]2)[cH:52][cH:53][cH:54][cH:55][cH:56]1>>[CH3:1][S:2][c:3]1[cH:4][c:5]([CH2:6][O:7][c:8]2[cH:9][c:10]([CH2:11][Br:34])[cH:13][c:14]([O:16][CH2:17][c:18]3[cH:19][c:20]([S:26][CH3:27])[cH:21][c:22]([S:24][CH3:25])[cH:23]3)[cH:15]2)[cH:28][c:29]([S:31][CH3:32])[cH:30]1. Reactants: solution, C[O-].[Na+] (sodium methoxide), CO (methanol), C(C(=O)Cl)(=O)Cl (oxalyl chloride), C(C(=O)Cl)(=O)Cl (oxalyl chloride), 1h, COC1=C2C=CNC2=CC=C1 (4-methoxy-indole). Run in CCOC(=O)C (EtOAc), CCOCC (Et2O). Run at time 2.5 hour. Yields the product COC(C(=O)C1=CNC2=CC=CC(=C12)OC)=O ((4-Methoxy-1H-indol-3-yl)-oxo-acetic acid methyl ester). Yield: 51.0%. Reaction SMILES: [CH3:1][O:2][C:3]1[CH:11]=[CH:10][CH:9]=[C:8]2[C:4]=1[CH:5]=[CH:6][NH:7]2.C(Cl)(=O)[C:13](Cl)=[O:14].[CH3:18][O-:19].[Na+].[CH3:21][OH:22]>CCOCC.CCOC(C)=O>[CH3:18][O:19][C:13](=[O:14])[C:21]([C:5]1[C:4]2[C:8](=[CH:9][CH:10]=[CH:11][C:3]=2[O:2][CH3:1])[NH:7][CH:6]=1)=[O:22] |f:2.3|. Reported procedure: A solution of 4-methoxy-indole (1.04 g, 7.07 mmol) in Et2O (150 mL) cooled to 0–5° C. was treated with oxalyl chloride (0.7 mL, 8.0 mmol). After 1h, the orange solution was allowed to warm to room temperature and stirred 2.5 h. Additional oxalyl chloride (0.25 mL, 2.9 mmol) was then added. After stirring 3 h at room temperature, the mixture was cooled to −78° C. and a 25% solution of sodium methoxide in methanol (5.4 mL, 23.4 mmol) added. The suspension was warmed to room temperature, stirred 3 ... Reactants: BrCC1CC1, C1CCOC1, C[Si](C)(C)[N-][Si](C)(C)C, [K+], N#CC1CCC2(CC1)OCCO2. Yields the product N#CC1(CC2CC2)CCC2(CC1)OCCO2. Reaction SMILES: [Br:13][CH2:14][CH:15]1[CH2:16][CH2:17]1.[CH2:28]1[O:29][CH2:30][CH2:31][CH2:32]1.[CH3:19][Si:20]([N-:21][Si:22]([CH3:23])([CH3:24])[CH3:25])([CH3:26])[CH3:27].[K+:18].[O:1]1[CH2:2][CH2:3][O:4][C:5]12[CH2:6][CH2:7][CH:8]([C:11]#[N:12])[CH2:9][CH2:10]2>>[O:1]1[CH2:2][CH2:3][O:4][C:5]12[CH2:6][CH2:7][C:8]([C:11]#[N:12])([CH2:14][CH:15]1[CH2:16][CH2:17]1)[CH2:9][CH2:10]2.